From a dataset of the Open Reaction Database (ORD), a public repository of structured organic reaction records. describe an organic reaction: reactants, conditions, products, and yield Starting materials: CC(=O)O[BH-](OC(C)=O)OC(C)=O, CCOC(=O)N1c2cc3c(cc2C(N)CC1C)CCC3, CC(=O)O, ClC(Cl)Cl, ClCCCl, O=Cc1cc(C(F)(F)F)cc(C(F)(F)F)c1, [Na+]. Product: CCOC(=O)N1c2cc3c(cc2C(NCc2cc(C(F)(F)F)cc(C(F)(F)F)c2)CC1C)CCC3. As a reaction SMILES: [C:41]([O:42][BH-:43]([O:44][C:45](=[O:46])[CH3:47])[O:48][C:49](=[O:50])[CH3:51])(=[O:52])[CH3:53].[CH2:1]([CH3:2])[O:3][C:4](=[O:5])[N:6]1[CH:7]([CH3:20])[CH2:8][CH:9]([NH2:19])[c:10]2[cH:11][c:12]3[c:13]([cH:14][c:15]21)[CH2:16][CH2:17][CH2:18]3.[CH3:21][C:22](=[O:23])[OH:24].[CH:59]([Cl:60])([Cl:61])[Cl:62].[Cl:55][CH2:56][CH2:57][Cl:58].[F:25][C:26]([c:27]1[cH:28][c:29]([CH:30]=[O:31])[cH:32][c:33]([C:35]([F:36])([F:37])[F:38])[cH:34]1)([F:39])[F:40].[Na+:54]>>[CH2:1]([CH3:2])[O:3][C:4](=[O:5])[N:6]1[CH:7]([CH3:20])[CH2:8][CH:9]([NH:19][CH2:30][c:29]2[cH:28][c:27]([C:26]([F:25])([F:39])[F:40])[cH:34][c:33]([C:35]([F:36])([F:37])[F:38])[cH:32]2)[c:10]2[cH:11][c:12]3[c:13]([cH:14][c:15]21)[CH2:16][CH2:17][CH2:18]3. Reactants: S(=O)(=O)([O-])[O-].[Mg+2] (magnesium sulfate), COC1=CC=C(C=C1)N (p-Anisidine), C(\C=C\C1=CC=CC=C1)=O (transcinnamaldehyde). Run in C(Cl)Cl (methylene chloride). Reaction conditions: time 2 hour. Yields the product C1(=CC=CC=C1)C=CC=NC1=CC=C(C=C1)OC (N-(3-phenyl-2-propenylidene)-4-methoxyaniline). Isolated yield 88.3%. Reaction SMILES: [CH3:1][O:2][C:3]1[CH:8]=[CH:7][C:6]([NH2:9])=[CH:5][CH:4]=1.S([O-])([O-])(=O)=O.[Mg+2].[CH:16](=O)/[CH:17]=[CH:18]/[C:19]1[CH:24]=[CH:23][CH:22]=[CH:21][CH:20]=1>C(Cl)Cl>[C:19]1([CH:18]=[CH:17][CH:16]=[N:9][C:6]2[CH:7]=[CH:8][C:3]([O:2][CH3:1])=[CH:4][CH:5]=2)[CH:24]=[CH:23][CH:22]=[CH:21][CH:20]=1 |f:1.2|. Reported procedure: p-Anisidine (12.32 g) is dissolved in 160 ml of methylene chloride and 20 g of anhydrous magnesium sulfate is added. The mixture is cooled in an ice bath and 13.22 g of transcinnamaldehyde is added. The mixture is stirred under nitrogen for 2 hours and then filtered. The filtrate is evaporated to give a solid. The crude product is recrystallized from methylene chloride-petroleum ether to give 20.96 g of the title compound as a solid. The reactants are CCOC(=O)c1cc2cc(OCCOC)ncc2n1Cc1cc(-c2ccc(Cl)s2)on1, C1CCOC1, CO. Product: COCCOc1cc2cc(C(=O)O)n(Cc3cc(-c4ccc(Cl)s4)on3)c2cn1. As a reaction SMILES: [CH2:1]([CH3:2])[O:3][C:4](=[O:5])[c:6]1[cH:7][c:8]2[c:9]([cH:10][n:11][c:12]([O:14][CH2:15][CH2:16][O:17][CH3:18])[cH:13]2)[n:19]1[CH2:20][c:21]1[n:22][o:23][c:24](-[c:26]2[s:27][c:28]([Cl:31])[cH:29][cH:30]2)[cH:25]1.[CH2:32]1[O:33][CH2:34][CH2:35][CH2:36]1.[CH3:37][OH:38]>>[O:3]=[C:4]([OH:5])[c:6]1[cH:7][c:8]2[c:9]([cH:10][n:11][c:12]([O:14][CH2:15][CH2:16][O:17][CH3:18])[cH:13]2)[n:19]1[CH2:20][c:21]1[n:22][o:23][c:24](-[c:26]2[s:27][c:28]([Cl:31])[cH:29][cH:30]2)[cH:25]1.